Dataset: the Open Reaction Database (ORD), a public repository of structured organic reaction records. Task: describe an organic reaction: reactants, conditions, products, and yield Starting materials: O=S(=O)(Cl)c1ccc(Cl)cc1F, CN(C)C(=O)CCSc1ccc(Cl)cc1N, c1ccncc1. Yields the product CN(C)C(=O)CCSc1ccc(Cl)cc1NS(=O)(=O)c1ccc(Cl)cc1F. RXN SMILES: [Cl:17][c:18]1[cH:19][c:20]([F:28])[c:21]([S:24](=[O:25])(=[O:26])[Cl:27])[cH:22][cH:23]1.[NH2:1][c:2]1[c:3]([S:9][CH2:10][CH2:11][C:12](=[O:13])[N:14]([CH3:15])[CH3:16])[cH:4][cH:5][c:6]([Cl:8])[cH:7]1.[cH:29]1[cH:30][cH:31][n:32][cH:33][cH:34]1>>[NH:1]([c:2]1[c:3]([S:9][CH2:10][CH2:11][C:12](=[O:13])[N:14]([CH3:15])[CH3:16])[cH:4][cH:5][c:6]([Cl:8])[cH:7]1)[S:24]([c:21]1[c:20]([F:28])[cH:19][c:18]([Cl:17])[cH:23][cH:22]1)(=[O:25])=[O:26]. The reactants are solution, C(C)(C)(C)[Li] (t-butyllithium), CCCCCC (hexane), BrC=1C=C2C(=CNC2=CC1)C1CCN(CC1)C (5-bromo-3-(N-methyl-4-piperidyl)-1H-indole), A-0303507, C(C)=O (acetaldehyde). Solvent: O1CCCC1 (tetrahydrofuran), O1CCCC1 (tetrahydrofuran). Reaction conditions: time 0.5 hour. Product: OC(C)C=1C=C2C(=CNC2=CC1)C1CCN(CC1)C (5-(1-Hydroxyethyl)-3-(N-methyl-4-piperidyl)-1H-indole). As a reaction SMILES: C([Li])(C)(C)C.CCCCCC.Br[C:13]1[CH:14]=[C:15]2[C:19](=[CH:20][CH:21]=1)[NH:18][CH:17]=[C:16]2[CH:22]1[CH2:27][CH2:26][N:25]([CH3:28])[CH2:24][CH2:23]1.[CH:29](=[O:31])[CH3:30]>O1CCCC1>[OH:31][CH:29]([C:13]1[CH:14]=[C:15]2[C:19](=[CH:20][CH:21]=1)[NH:18][CH:17]=[C:16]2[CH:22]1[CH2:27][CH2:26][N:25]([CH3:28])[CH2:24][CH2:23]1)[CH3:30]. Reported procedure: A 1.7M solution of t-butyllithium in hexane (8.03 ml, 13.65 mmol) was added dropwise, under nitrogen, to a stirred solution of 5-bromo-3-(N-methyl-4-piperidyl)-1H-indole (EP-A-0303507, 1.0 g, 3.4 mmol) in dry tetrahydrofuran (35 ml) at about -70° C., ensuring that the temperature of the reaction mixture did not rise above -50° C. during the addition. The resulting mixture was allowed to warm to room temperature over a period of 1 hour, then cooled to about -70° C. and treated, dropwise, with a s...